From a dataset of the Open Reaction Database (ORD), a public repository of structured organic reaction records. describe an organic reaction: reactants, conditions, products, and yield Starting materials: CCN=C=NCCCN(C)C (EDCI), CN(C)C1=NC=CC=C1 (dimethylaminopyridine), C(C)(C)(C)OC(=O)N1CC(C1)C(=O)O (azetidine-1,3-dicarboxylic acid mono-tert-butyl ester), Cl.COC(CCN)=O (3-amino-propionic acid methyl ester hydrochloride), C(C)(C)N(CC)C(C)C (diisopropylethylamine). The solvent is ClCCl (dichloromethane), ClCCl (dichloromethane), C1CCOC1 (THF). Conditions: time 50 hour. The product is C(C)(C)(C)OC(=O)N1CC(C1)C(NCCC(=O)OC)=O (3-(2-Methoxycarbonyl-ethylcarbamoyl)-azetidine-1-carboxylic acid tert-butyl ester). Isolated yield 97.2%. As a reaction SMILES: [C:1]([O:5][C:6]([N:8]1[CH2:11][CH:10]([C:12]([OH:14])=O)[CH2:9]1)=[O:7])([CH3:4])([CH3:3])[CH3:2].Cl.[CH3:16][O:17][C:18](=[O:22])[CH2:19][CH2:20][NH2:21].C(N(C(C)C)CC)(C)C.CCN=C=NCCCN(C)C.CN(C1C=CC=CN=1)C>ClCCl.C1COCC1>[C:1]([O:5][C:6]([N:8]1[CH2:9][CH:10]([C:12](=[O:14])[NH:21][CH2:20][CH2:19][C:18]([O:17][CH3:16])=[O:22])[CH2:11]1)=[O:7])([CH3:2])([CH3:3])[CH3:4] |f:1.2|. Reported procedure: A solution of azetidine-1,3-dicarboxylic acid mono-tert-butyl ester (0.4 g, 1.98 mmol) and 3-amino-propionic acid methyl ester hydrochloride (0.277 g, 1.98 mmol) in dichloromethane (16 mL) and THF (6 mL) was treated with diisopropylethylamine (0.256 g, 1.98 mmol); it was then added EDCI (0.42 g, 2.18 mmol) and dimethylaminopyridine (0.073 g, 0.59 mmol). The reaction mixture was stirred at room temperature for 50 hours and rotavapored to dryness. The residue was dissolved in dichloromethane. The ... Starting materials: CCOC(C)=O, CO, N#Cc1ccc(-n2ncc3cc(Oc4ccc([N+](=O)[O-])cn4)ccc32)cc1, O=[Pt]=O. Yields the product N#Cc1ccc(-n2ncc3cc(Oc4ccc(N)cn4)ccc32)cc1. RXN SMILES: [CH3:28][CH2:29][O:30][C:31](=[O:32])[CH3:33].[CH3:34][OH:35].[N+:1]([O-:2])(=[O:3])[c:4]1[cH:5][cH:6][c:7]([O:10][c:11]2[cH:12][c:13]3[cH:14][n:15][n:16](-[c:20]4[cH:21][cH:22][c:23]([C:24]#[N:25])[cH:26][cH:27]4)[c:17]3[cH:18][cH:19]2)[n:8][cH:9]1.[Pt:36](=[O:37])=[O:38]>>[NH2:1][c:4]1[cH:5][cH:6][c:7]([O:10][c:11]2[cH:12][c:13]3[cH:14][n:15][n:16](-[c:20]4[cH:21][cH:22][c:23]([C:24]#[N:25])[cH:26][cH:27]4)[c:17]3[cH:18][cH:19]2)[n:8][cH:9]1. Starting materials: NC=1CCCCCN1 (7-amino-3,4,5,6-tetrahydro-2H-azepine), C(=O)C(C(=O)OCC)C (ethyl 2-formyl-propionate). Solvent: C(C)O (ethanol). Reaction conditions: time 24 hour. The product is CC=1C(N=C2N(CCCCC2)C1)=O (3-methyl-2-oxo-2,6,7,8,9,10-hexahydro-pyrimido[1,2-a]azepine). Yield: 37.0%. As a reaction SMILES: [NH2:1][C:2]1[CH2:3][CH2:4][CH2:5][CH2:6][CH2:7][N:8]=1.[CH:9]([CH:11]([CH3:17])[C:12](OCC)=O)=[O:10]>C(O)C>[CH3:17][C:11]1[C:9](=[O:10])[N:1]=[C:2]2[CH2:3][CH2:4][CH2:5][CH2:6][CH2:7][N:8]2[CH:12]=1. Reported procedure: To a solution of 11.2 g. of 7-amino-3,4,5,6-tetrahydro-2H-azepine in 100 ml. ethanol 13.1 g. of ethyl 2-formyl-propionate are added at room temperature and the reaction mixture is stirred for 24 hours and boiled for 3 hours. Ethanol is then evaporated at reduced pressure and the residue is treated with a mixture of acetone and petroleum ether. The precipitated crystals are filtered. 6.6 g. (37%) of 3-methyl-2-oxo-2,6,7,8,9,10-hexahydro-pyrimido[1,2-a]azepine are obtained, melting at 202° C. afte... Starting materials: COC(Cl)Cl (dichloromethyl methyl ether), solution, OC1=C2C(CC(OC2=CC(=C1)C(C)C)(C)C)=O (5-hydroxy-7-isopropyl-2,2-dimethyl-2,3-dihydro-4H-chromen-4-one). Reagents/catalysts: [Ti](Cl)(Cl)(Cl)Cl (titanium(IV) chloride). Solvent: C(C)(=O)OCC (ethyl acetate), Cl (hydrochloric acid), ClCCl (dichloromethane), ClCCl (dichloromethane). Run at time 5 minute. Product: OC1=C2C(CC(OC2=CC(=C1C=O)C(C)C)(C)C)=O (5-Hydroxy-7-isopropyl-2,2-dimethyl-4-oxochroman-6-carbaldehyde). RXN SMILES: [OH:1][C:2]1[CH:11]=[C:10]([CH:12]([CH3:14])[CH3:13])[CH:9]=[C:8]2[C:3]=1[C:4](=[O:17])[CH2:5][C:6]([CH3:16])([CH3:15])[O:7]2.[CH3:18][O:19]C(Cl)Cl>ClCCl.C(OCC)(=O)C.Cl.[Ti](Cl)(Cl)(Cl)Cl>[OH:1][C:2]1[C:11]([CH:18]=[O:19])=[C:10]([CH:12]([CH3:13])[CH3:14])[CH:9]=[C:8]2[C:3]=1[C:4](=[O:17])[CH2:5][C:6]([CH3:15])([CH3:16])[O:7]2. Reported procedure: At −50° C., 13.19 ml (13.19 mmol) of a 1 M solution of titanium(IV) chloride in dichloromethane are added dropwise to a solution of 1.03 g (4.40 mmol) of 5-hydroxy-7-isopropyl-2,2-dimethyl-2,3-dihydro-4H-chromen-4-one (Example 17A) in 50 ml of dichloromethane, and the mixture is stirred at this temperature for 5 min. 437 μl (4.84 mmol) of dichloromethyl methyl ether are then slowly added dropwise. Over a period of 2.5 h, the mixture is allowed to thaw to −25° C. The mixture is then diluted with ... Reactants: O=C(Nc1ccc(CBr)cc1)c1ccccc1, CCOC(C)=O, [H-], [Na+], CN(C)C=O, O, Oc1ccc2c(c1)CCC(CCN1CCCCC1)C2. Product: O=C(Nc1ccc(COc2ccc3c(c2)CCC(CCN2CCCCC2)C3)cc1)c1ccccc1. As a reaction SMILES: [Br:27][CH2:28][c:29]1[cH:30][cH:31][c:32]([NH:35][C:36]([c:37]2[cH:38][cH:39][cH:40][cH:41][cH:42]2)=[O:43])[cH:33][cH:34]1.[CH3:44][CH2:45][O:46][C:47](=[O:48])[CH3:49].[H-:1].[Na+:2].[O:3]=[CH:4][N:5]([CH3:6])[CH3:7].[OH2:50].[OH:8][c:9]1[cH:10][c:11]2[c:16]([cH:17][cH:18]1)[CH2:15][CH:14]([CH2:19][CH2:20][N:21]1[CH2:22][CH2:23][CH2:24][CH2:25][CH2:26]1)[CH2:13][CH2:12]2>>[O:8]([c:9]1[cH:10][c:11]2[c:16]([cH:17][cH:18]1)[CH2:15][CH:14]([CH2:19][CH2:20][N:21]1[CH2:22][CH2:23][CH2:24][CH2:25][CH2:26]1)[CH2:13][CH2:12]2)[CH2:28][c:29]1[cH:30][cH:31][c:32]([NH:35][C:36]([c:37]2[cH:38][cH:39][cH:40][cH:41][cH:42]2)=[O:43])[cH:33][cH:34]1. Starting materials: C(O)CN (ethanolamine), [N+](=O)([O-])CCC (nitropropane), O (water), C(C)(C)O (isopropanol), C=O (formaldehyde). Reagents/catalysts: [OH-].[Na+] (NaOH). The solvent is Cl (HCl). Reaction conditions: time 19 hour. Yields the product CC(CNCCO)(C)[N+](=O)[O-] (2-((2-methyl-2-nitropropyl)amino)ethanol). Reaction SMILES: [CH2:1]([CH2:3][NH2:4])[OH:2].[N+:5](CCC)([O-:7])=[O:6].O.[CH2:12]=O.[CH:14](O)([CH3:16])[CH3:15]>Cl.[OH-].[Na+]>[CH3:15][C:14]([N+:5]([O-:7])=[O:6])([CH3:16])[CH2:12][NH:4][CH2:3][CH2:1][OH:2] |f:6.7|. Procedure details: To a stirring solution of ethanolamine (7.5 mL, 124 mmol), nitropropane (11.1 mL, 124 mmol), water (2.4 mL) in isopropanol (21 mL) was added 5 N NaOH (148 uL, 0.74 mmol) followed by the slow addition of 37% aq formaldehyde (9.2 mL). The resulting mixture was stirred for 19 hours at room temperature, then diluted with 130 mL of 1 N HCl. The mixture was successively washed with ether and ethyl acetate, then the pH was adjusted to about 10 with 50% NaOH. The basic solution was extracted twice with ... Starting materials: ClC1=C(C=CC=C1)NC(=NN)C1=CC2=C(C3=C(OCC2)C=CN=C3)S1 (N-(2-chlorophenyl)-4,5-dihydropyrido[4,3-b]thieno[2,3-d]oxepine-2-carbohydrazonamide), C1=CN(C=N1)C(=O)N2C=CN=C2 (N,N-carbonyldiimidazole). Solvent: CN(C=O)C (dimethylformamide). Conditions: temperature 65 celsius. Product: S1C(=CC2=C1C1=C(OCC2)C=CN=C1)C1=NNC(N1C1=C(C=CC=C1)Cl)=O (3-(4,5-dihydropyrido[4,3-b]thieno[2,3-d]oxepin-2-yl)-4-(2-chlorophenyl)-1H-1,2,4-triazol-5(4H)-one). The yield is 32.1%. As a reaction SMILES: [Cl:1][C:2]1[CH:7]=[CH:6][CH:5]=[CH:4][C:3]=1[NH:8][C:9]([C:12]1[S:25][C:15]2[C:16]3[CH:24]=[N:23][CH:22]=[CH:21][C:17]=3[O:18][CH2:19][CH2:20][C:14]=2[CH:13]=1)=[N:10][NH2:11].C1N=CN([C:31](N2C=NC=C2)=[O:32])C=1>CN(C)C=O>[S:25]1[C:15]2[C:16]3[CH:24]=[N:23][CH:22]=[CH:21][C:17]=3[O:18][CH2:19][CH2:20][C:14]=2[CH:13]=[C:12]1[C:9]1[N:8]([C:3]2[CH:4]=[CH:5][CH:6]=[CH:7][C:2]=2[Cl:1])[C:31](=[O:32])[NH:11][N:10]=1. Procedure details: A mixture of N-(2-chlorophenyl)-4,5-dihydropyrido[4,3-b]thieno[2,3-d]oxepine-2-carbohydrazonamide (42 mg, 0.11 mmol) from Example 230 and 92 mg (0.57 mmol) of N,N-carbonyldiimidazole in 3 ml of dimethylformamide was heated at 65° C. for 18 hours. The mixture was concentrated in vacuum and triturated with diethylether. The precipitate was collected, washed with ethyl ether and purified by flash chromatography eluting with 5% of methanol in methylene chloride to give 321 (14 mg, 31%). MS: (ESI+) 3... Reactants: Cl.O1CCN(CC1)N=CC1=CC=C(C(=O)NC=2C=C3CC(COC3=CC2)CC(=O)O)C=C1 (6-[[4-(morpholinoiminomethyl)benzoyl]amino]chroman-3-acetic acid hydrochloride), S(O)(O)(=O)=O (sulfuric acid). The solvent is C(CCC)O (n-butanol). Run at temperature 100 celsius. The product is Cl.O1CCN(CC1)N=CC1=CC=C(C(=O)NC=2C=C3CC(COC3=CC2)CC(=O)OCCCC)C=C1 (n-butyl 6-[[4-(morpholinoiminomethyl)benzoyl]amino]chroman-3-acetate hydrochloride). Isolated yield 142.6%. Reaction SMILES: [ClH:1].[O:2]1[CH2:7][CH2:6][N:5]([N:8]=[CH:9][C:10]2[CH:32]=[CH:31][C:13]([C:14]([NH:16][C:17]3[CH:18]=[C:19]4[C:24](=[CH:25][CH:26]=3)[O:23][CH2:22][CH:21]([CH2:27][C:28]([OH:30])=[O:29])[CH2:20]4)=[O:15])=[CH:12][CH:11]=2)[CH2:4][CH2:3]1.S(=O)(=O)(O)O>C(O)CCC>[ClH:1].[O:2]1[CH2:7][CH2:6][N:5]([N:8]=[CH:9][C:10]2[CH:11]=[CH:12][C:13]([C:14]([NH:16][C:17]3[CH:18]=[C:19]4[C:24](=[CH:25][CH:26]=3)[O:23][CH2:22][CH:21]([CH2:27][C:28]([O:30][CH2:9][CH2:10][CH2:11][CH3:12])=[O:29])[CH2:20]4)=[O:15])=[CH:31][CH:32]=2)[CH2:4][CH2:3]1 |f:0.1,4.5|. Procedure: The compound (0.2 g) obtained in Example 5, was suspended in n-butanol. Concentrated sulfuric acid (0.1 ml) was dropwise added to the suspension and heated at 100° C. for an hour. The solvent was distilled off under reduced pressure and the concentrated residue was purified by reversed C18 column chromatography using a mixture, water:acetonitrile:trifluoroacetic acid=30:70:0.1, as a developer. The desired fraction was concentrated under reduced pressure. The concentrated residue was treated with...